Task: describe an organic reaction: reactants, conditions, products, and yield. Dataset: the Open Reaction Database (ORD), a public repository of structured organic reaction records Reactants: CC(C)(C)OC(=O)N1CCN(c2cc3[nH]c(NC4CC5CCC4C5)nc3cc2C(=O)Nc2ccc3cn[nH]c3c2)CC1, Cl, C1COCCO1. The product is Cl, O=C(Nc1ccc2cn[nH]c2c1)c1cc2nc(NC3CC4CCC3C4)[nH]c2cc1N1CCNCC1. RXN SMILES: [C:1]([O:2][C:3](=[O:4])[N:8]1[CH2:9][CH2:10][N:11]([c:14]2[cH:15][c:16]3[c:17]([n:18][c:19]([NH:21][CH:22]4[CH:23]5[CH2:24][CH2:25][CH:26]([CH2:27]4)[CH2:28]5)[nH:20]3)[cH:29][c:30]2[C:31]([NH:32][c:33]2[cH:34][cH:35][c:36]3[cH:37][n:38][nH:39][c:40]3[cH:41]2)=[O:42])[CH2:12][CH2:13]1)([CH3:5])([CH3:6])[CH3:7].[ClH:43].[O:44]1[CH2:45][CH2:46][O:47][CH2:48][CH2:49]1>>[ClH:43].[NH:8]1[CH2:9][CH2:10][N:11]([c:14]2[cH:15][c:16]3[c:17]([n:18][c:19]([NH:21][CH:22]4[CH:23]5[CH2:24][CH2:25][CH:26]([CH2:27]4)[CH2:28]5)[nH:20]3)[cH:29][c:30]2[C:31]([NH:32][c:33]2[cH:34][cH:35][c:36]3[cH:37][n:38][nH:39][c:40]3[cH:41]2)=[O:42])[CH2:12][CH2:13]1. Reactants: BrCC(=O)C1=CC=CC=C1 (2-bromo-1-phenyl-ethanone), [I-].[Na+] (sodium iodide), C([O-])([O-])=O.[K+].[K+] (potassium carbonate), C(C)OC(CC(CC12CC3CC(CC(C1)C3)C2)=O)=O (4-adamantan-1-yl-3-oxo-butyric acid ethyl ester). Solvent: CC(=O)C (acetone), CC(=O)C (acetone). Product: C(C)OC(C(C(CC12CC3CC(CC(C1)C3)C2)=O)CC(C2=CC=CC=C2)=O)=O (4-Adamantan-1-yl-3-oxo-2-(2-oxo-2-phenyl-ethyl)-butyric Acid Ethyl Ester). Isolated yield 46.0%. Reaction SMILES: [CH2:1]([O:3][C:4](=[O:19])[CH2:5][C:6](=[O:18])[CH2:7][C:8]12[CH2:17][CH:12]3[CH2:13][CH:14]([CH2:16][CH:10]([CH2:11]3)[CH2:9]1)[CH2:15]2)[CH3:2].[I-].[Na+].C(=O)([O-])[O-].[K+].[K+].Br[CH2:29][C:30]([C:32]1[CH:37]=[CH:36][CH:35]=[CH:34][CH:33]=1)=[O:31]>CC(C)=O>[CH2:1]([O:3][C:4](=[O:19])[CH:5]([CH2:29][C:30](=[O:31])[C:32]1[CH:37]=[CH:36][CH:35]=[CH:34][CH:33]=1)[C:6](=[O:18])[CH2:7][C:8]12[CH2:17][CH:12]3[CH2:11][CH:10]([CH2:16][CH:14]([CH2:13]3)[CH2:15]1)[CH2:9]2)[CH3:2] |f:1.2,3.4.5|. Procedure: To a solution of 4-adamantan-1-yl-3-oxo-butyric acid ethyl ester, prepared by a modification of Wierenga and Skulnick's procedure (W. Wierenga and H. I. Skulnick, J. Org. Chem., 1979, 44, 310)(3.00 g, 11.0 mmol) in acetone (30 ml) was added sodium iodide (0.55 g, 3.67 mmol) and anhydrous potassium carbonate (3.04 g, 22.0 mmol), then a solution of 2-bromo-1-phenyl-ethanone (2.38 g, 11.5 mmol) in acetone (10 ml). The mixture was stirred at reflux for 36 h, cooled to room temperature and filtered. ... The reactants are OCc1ccc2c(c1)OCO2, CCOCC, BrP(Br)Br. Product: BrCc1ccc2c(c1)OCO2. As a reaction SMILES: [CH2:1]([c:2]1[cH:3][c:4]2[c:8]([cH:9][cH:10]1)[O:7][CH2:6][O:5]2)[OH:11].[CH3:16][CH2:17][O:18][CH2:19][CH3:20].[P:12]([Br:13])([Br:14])[Br:15]>>[CH2:1]([c:2]1[cH:3][c:4]2[c:8]([cH:9][cH:10]1)[O:7][CH2:6][O:5]2)[Br:13]. Starting materials: C1C(CCC2=CC=CC=C12)N1C(N(C=C1)CCC(=O)OCC)=S (ethyl 3-[3-(1,2,3,4-tetrahydronaphthalen-2-yl)-2-thioxo-2,3-dihydro-1H-imidazol-1-yl]propionate), [Cl-].CC=[N+]=CC (N,N-dimethylmethyleneammonium chloride), CN(C)C=O (DMF). Reaction conditions: temperature 80 celsius. Product: C1C(CCC2=CC=CC=C12)N1C(N(C=C1CN(C)C)CCC(=O)OCC)=S (ethyl 3-[3-(1,2,3,4-tetrahydronaphthalen-2-yl)-4-dimethylaminomethyl-2-thioxo-2,3-dihydro-1H-imidazol-1-yl]propionate). RXN SMILES: [CH2:1]1[C:10]2[C:5](=[CH:6][CH:7]=[CH:8][CH:9]=2)[CH2:4][CH2:3][CH:2]1[N:11]1[CH:15]=[CH:14][N:13]([CH2:16][CH2:17][C:18]([O:20][CH2:21][CH3:22])=[O:19])[C:12]1=[S:23].[Cl-].CC=[N+]=CC.[CH3:30][N:31]([CH:33]=O)[CH3:32]>>[CH2:1]1[C:10]2[C:5](=[CH:6][CH:7]=[CH:8][CH:9]=2)[CH2:4][CH2:3][CH:2]1[N:11]1[C:15]([CH2:30][N:31]([CH3:33])[CH3:32])=[CH:14][N:13]([CH2:16][CH2:17][C:18]([O:20][CH2:21][CH3:22])=[O:19])[C:12]1=[S:23] |f:1.2|. Reported procedure: A mixture of ethyl 3-[3-(1,2,3,4-tetrahydronaphthalen-2-yl)-2-thioxo-2,3-dihydro-1H-imidazol-1-yl]propionate (0.5 g, 1.5 mmol), prepared as in Example 34, and N,N-dimethylmethyleneammonium chloride (0.17 g, 1.8 mmol) in 7 mL of DMF was heated at 80° C. under nitrogen for 16 hours. The mixture then was partitioned between saturated sodium bicarbonate solution and ethyl acetate. The organic layer was separated, washed with brine, dried (NaSO4), filtered and concentrated. The residue was purified b... Reaction SMILES: [C:36]([CH3:37])([CH3:38])([CH3:39])[c:40]1[cH:41][cH:42][c:43]([C:44](=[O:45])[Cl:46])[cH:47][cH:48]1.[CH2:49]1[O:50][CH2:51][CH2:52][CH2:53]1.[CH:27]([N:28]([CH:29]([CH3:30])[CH3:31])[CH2:32][CH3:33])([CH3:34])[CH3:35].[NH2:1][c:2]1[c:3]([CH3:26])[c:4](-[c:8]2[n:9][c:10]([NH:17][c:18]3[cH:19][cH:20][c:21]([C:22]#[N:23])[cH:24][cH:25]3)[c:11]3[n:12]([cH:13]2)[cH:14][cH:15][n:16]3)[cH:5][cH:6][cH:7]1>>[NH:1]([c:2]1[c:3]([CH3:26])[c:4](-[c:8]2[n:9][c:10]([NH:17][c:18]3[cH:19][cH:20][c:21]([C:22]#[N:23])[cH:24][cH:25]3)[c:11]3[n:12]([cH:13]2)[cH:14][cH:15][n:16]3)[cH:5][cH:6][cH:7]1)[C:44]([c:43]1[cH:42][cH:41][c:40]([C:36]([CH3:37])([CH3:38])[CH3:39])[cH:48][cH:47]1)=[O:45]. Product: Cc1c(NC(=O)c2ccc(C(C)(C)C)cc2)cccc1-c1cn2ccnc2c(Nc2ccc(C#N)cc2)n1. The reactants are CC(C)(C)c1ccc(C(=O)Cl)cc1, C1CCOC1, CCN(C(C)C)C(C)C, Cc1c(N)cccc1-c1cn2ccnc2c(Nc2ccc(C#N)cc2)n1. The reactants are C(#N)[BH3-].[Na+] (sodium cyanoborohydride), NC1=C2N=CN(C2=NC=N1)[C@@H]1O[C@@H]([C@@H]2[C@H]1OC(O2)(C)C)CNC2CC(C2)CCC(=O)OCC2=CC=CC=C2 (Benzyl 3-[3-({[(3aR,4R,6R,6aR)-6-(6-amino-9H-purin-9-yl)-2,2-dimethyl-tetrahydro-2H-furo[3,4-d][1,3]dioxol-4-yl]methyl}amino)cyclobutyl]propanoate), C=O (Formaldehyde), O (water), O (water). Solvent: CO (methanol). Reaction conditions: time 45 minute. Yields the product NC1=C2N=CN(C2=NC=N1)[C@@H]1O[C@@H]([C@@H]2[C@H]1OC(O2)(C)C)CN(C2CC(C2)CCC(=O)OCC2=CC=CC=C2)C (Benzyl 3-[3-({[(3aR,4R,6R,6aR)-6-(6-amino-9H-purin-9-yl)-2,2-dimethyl-tetrahydro-2H-furo[3,4-d][1,3]dioxol-4-yl]methyl}(methyl)amino)cyclobutyl]propanoate). Isolated yield 62.4%. Reaction SMILES: [NH2:1][C:2]1[N:10]=[CH:9][N:8]=[C:7]2[C:3]=1[N:4]=[CH:5][N:6]2[C@H:11]1[C@@H:15]2[O:16][C:17]([CH3:20])([CH3:19])[O:18][C@@H:14]2[C@@H:13]([CH2:21][NH:22][CH:23]2[CH2:26][CH:25]([CH2:27][CH2:28][C:29]([O:31][CH2:32][C:33]3[CH:38]=[CH:37][CH:36]=[CH:35][CH:34]=3)=[O:30])[CH2:24]2)[O:12]1.C=O.O.[C:42]([BH3-])#N.[Na+]>CO>[NH2:1][C:2]1[N:10]=[CH:9][N:8]=[C:7]2[C:3]=1[N:4]=[CH:5][N:6]2[C@H:11]1[C@@H:15]2[O:16][C:17]([CH3:19])([CH3:20])[O:18][C@@H:14]2[C@@H:13]([CH2:21][N:22]([CH3:42])[CH:23]2[CH2:26][CH:25]([CH2:27][CH2:28][C:29]([O:31][CH2:32][C:33]3[CH:34]=[CH:35][CH:36]=[CH:37][CH:38]=3)=[O:30])[CH2:24]2)[O:12]1 |f:3.4|. Reported procedure: Benzyl 3-[3-({[(3aR,4R,6R,6aR)-6-(6-amino-9H-purin-9-yl)-2,2-dimethyl-tetrahydro-2H-furo[3,4-d][1,3]dioxol-4-yl]methyl}amino)cyclobutyl]propanoate (3.2 g, 6.12 mmol) was dissolved in methanol (32 ml). Formaldehyde in water (37%) (0.92 ml, 12.3 mmol) was added and stirred for 45 min before adding sodium cyanoborohydride (0.54 g, 8.57 mmol) portionwise. The reaction was stirred for 2 h at r.t. before adding water (1 ml) and evaporating off the solvent at r.t. The residue was purified by chromatogr... The reactants are CCCN(CCC)C(=O)c1cccc(C(=O)NC(Cc2ccccc2)C(O)([PH2]=O)C(CC(=O)OC)C(=O)Nc2ccccc2)c1, CO, [Na+], [OH-]. The product is CCCN(CCC)C(=O)c1cccc(C(=O)NC(Cc2ccccc2)C(O)([PH2]=O)C(CC(=O)O)C(=O)Nc2ccccc2)c1. Reaction SMILES: [CH3:1][O:2][C:3]([CH2:4][CH:5]([C:6](=[O:7])[NH:8][c:9]1[cH:10][cH:11][cH:12][cH:13][cH:14]1)[C:15]([PH2:16]=[O:17])([OH:18])[CH:19]([CH2:20][c:21]1[cH:22][cH:23][cH:24][cH:25][cH:26]1)[NH:27][C:28]([c:29]1[cH:30][c:31]([C:35]([N:36]([CH2:37][CH2:38][CH3:39])[CH2:40][CH2:41][CH3:42])=[O:43])[cH:32][cH:33][cH:34]1)=[O:44])=[O:45].[CH3:48][OH:49].[Na+:47].[OH-:46]>>[O:2]=[C:3]([CH2:4][CH:5]([C:6](=[O:7])[NH:8][c:9]1[cH:10][cH:11][cH:12][cH:13][cH:14]1)[C:15]([PH2:16]=[O:17])([OH:18])[CH:19]([CH2:20][c:21]1[cH:22][cH:23][cH:24][cH:25][cH:26]1)[NH:27][C:28]([c:29]1[cH:30][c:31]([C:35]([N:36]([CH2:37][CH2:38][CH3:39])[CH2:40][CH2:41][CH3:42])=[O:43])[cH:32][cH:33][cH:34]1)=[O:44])[OH:45].